From a dataset of the Open Reaction Database (ORD), a public repository of structured organic reaction records. describe an organic reaction: reactants, conditions, products, and yield Reactants: CC(=O)c1sc(C)c2c1CC1C2C1(C)C, CO, O=Cc1ccc(CCC(=O)O)cc1, Cl, [K+], [OH-], O. The product is Cc1sc(C(=O)C=Cc2ccc(CCC(=O)O)cc2)c2c1C1C(C2)C1(C)C. As a reaction SMILES: [CH3:14][C:15]1([CH3:28])[CH:16]2[CH:17]1[CH2:18][c:19]1[c:20]([C:25]([CH3:26])=[O:27])[s:21][c:22]([CH3:24])[c:23]12.[CH3:32][OH:33].[CH:1](=[O:2])[c:3]1[cH:4][cH:5][c:6]([CH2:9][CH2:10][C:11](=[O:12])[OH:13])[cH:7][cH:8]1.[ClH:31].[K+:30].[OH-:29].[OH2:34]>>[CH:1]([c:3]1[cH:4][cH:5][c:6]([CH2:9][CH2:10][C:11](=[O:12])[OH:13])[cH:7][cH:8]1)=[CH:26][C:25]([c:20]1[c:19]2[c:23]([c:22]([CH3:24])[s:21]1)[CH:16]1[C:15]([CH3:14])([CH3:28])[CH:17]1[CH2:18]2)=[O:27]. Starting materials: OC1(c2ncc(Br)s2)CCC1, O=C([O-])[O-], CC1(C)OB(c2cc(NCC(F)(F)F)cc(Nc3nccc(C(F)(F)F)n3)c2)OC1(C)C, ClCCl, [Na+], [Na+], C1COCCO1. Product: OC1(c2ncc(-c3cc(NCC(F)(F)F)cc(Nc4nccc(C(F)(F)F)n4)c3)s2)CCC1. As a reaction SMILES: [Br:36][c:37]1[cH:38][n:39][c:40]([C:42]2([OH:46])[CH2:43][CH2:44][CH2:45]2)[s:41]1.[C:47](=[O:48])([O-:49])[O-:50].[CH3:1][C:2]1([CH3:3])[C:4]([CH3:5])([CH3:6])[O:7][B:8]([c:9]2[cH:10][c:11]([NH:21][c:22]3[n:23][cH:24][cH:25][c:26]([C:28]([F:29])([F:30])[F:31])[n:27]3)[cH:12][c:13]([NH:15][CH2:16][C:17]([F:18])([F:19])[F:20])[cH:14]2)[O:32]1.[Cl:33][CH2:34][Cl:35].[Na+:51].[Na+:52].[O:53]1[CH2:54][CH2:55][O:56][CH2:57][CH2:58]1>>[c:9]1(-[c:37]2[cH:38][n:39][c:40]([C:42]3([OH:46])[CH2:43][CH2:44][CH2:45]3)[s:41]2)[cH:10][c:11]([NH:21][c:22]2[n:23][cH:24][cH:25][c:26]([C:28]([F:29])([F:30])[F:31])[n:27]2)[cH:12][c:13]([NH:15][CH2:16][C:17]([F:18])([F:19])[F:20])[cH:14]1. Starting materials: Cc1cnc(N)c(Br)c1, CC1(C)OB(c2ccc(O)cc2)OC1(C)C, COCCOC, [Na+], [Na+], O=C([O-])[O-], O, c1ccc(P(c2ccccc2)(c2ccccc2)[Pd](P(c2ccccc2)(c2ccccc2)c2ccccc2)(P(c2ccccc2)(c2ccccc2)c2ccccc2)P(c2ccccc2)(c2ccccc2)c2ccccc2)cc1. The product is Cc1cnc(N)c(-c2ccc(O)cc2)c1. As a reaction SMILES: [Br:1][c:2]1[c:3]([NH2:9])[n:4][cH:5][c:6]([CH3:8])[cH:7]1.[CH3:10][C:11]1([CH3:12])[C:13]([CH3:14])([CH3:15])[O:16][B:17]([c:18]2[cH:19][cH:20][c:21]([OH:24])[cH:22][cH:23]2)[O:25]1.[CH3:32][O:33][CH2:34][CH2:35][O:36][CH3:37].[Na+:26].[Na+:27].[O-:28][C:29](=[O:30])[O-:31].[OH2:38].[cH:39]1[cH:40][cH:41][c:42]([P:43]([Pd:44]([P:45]([c:46]2[cH:47][cH:48][cH:49][cH:50][cH:51]2)([c:52]2[cH:53][cH:54][cH:55][cH:56][cH:57]2)[c:58]2[cH:59][cH:60][cH:61][cH:62][cH:63]2)([P:64]([c:65]2[cH:66][cH:67][cH:68][cH:69][cH:70]2)([c:71]2[cH:72][cH:73][cH:74][cH:75][cH:76]2)[c:77]2[cH:78][cH:79][cH:80][cH:81][cH:82]2)[P:83]([c:84]2[cH:85][cH:86][cH:87][cH:88][cH:89]2)([c:90]2[cH:91][cH:92][cH:93][cH:94][cH:95]2)[c:96]2[cH:97][cH:98][cH:99][cH:100][cH:101]2)([c:102]2[cH:103][cH:104][cH:105][cH:106][cH:107]2)[c:108]2[cH:109][cH:110][cH:111][cH:112][cH:113]2)[cH:114][cH:115]1>>[c:2]1(-[c:18]2[cH:19][cH:20][c:21]([OH:24])[cH:22][cH:23]2)[c:3]([NH2:9])[n:4][cH:5][c:6]([CH3:8])[cH:7]1. Starting materials: ClC1=C(C=CC=C1)C(CC(C(F)(F)F)=O)=O (1-(2-chloro-phenyl)-4,4,4-trifluoro-butane-1,3-dione), ClCC(=O)C1=CC=CC=C1 (2-chloro-acetophenone), NC=1N=CNC1C#N (4-amino-5-cyano-1H-imidazole). Product: ClC1=C(C=CC=C1)C1=NC=2N(C(=C1)C(F)(F)F)C=NC2C#N (2-(2-Chloro-phenyl)-4-trifluoromethyl-imidazo[1,5-a]pyrimidine-8-carbonitrile). Yield: 17.0%. Reaction SMILES: [Cl:1][C:2]1[CH:7]=[CH:6][CH:5]=[CH:4][C:3]=1[C:8](=O)[CH2:9][C:10](=O)[C:11]([F:14])([F:13])[F:12].ClCC(C1C=CC=CC=1)=O.[NH2:27][C:28]1[N:29]=[CH:30][NH:31][C:32]=1[C:33]#[N:34]>>[Cl:1][C:2]1[CH:7]=[CH:6][CH:5]=[CH:4][C:3]=1[C:8]1[CH:9]=[C:10]([C:11]([F:14])([F:13])[F:12])[N:29]2[CH:30]=[N:31][C:32]([C:33]#[N:34])=[C:28]2[N:27]=1. Procedure details: Reaction of 1-(2-chloro-phenyl)-4,4,4-trifluoro-butane-1,3-dione (251 mg, 1.0 mmol), prepared from commercially available 2-chloro-acetophenone according to general procedure A, and 4-amino-5-cyano-1H-imidazole (108 mg, 1.0 mmol) according to general procedure B yielded the title compound as a yellow solid (55 mg, 17%). MS (ISP) 323.1 [(M+H)+]; mp 180° C. The reactants are O=C(C=Cc1ccccc1)OCCBr, CN(C)C=O, O=C(O)c1ccc(C(=O)O)c(O)c1. Product: CCOC(=O)C=Cc1ccccc1, O=C(O)c1ccc(C(=O)O)c(O)c1. Reaction SMILES: [C:14]([CH:15]=[CH:16][c:17]1[cH:18][cH:19][cH:20][cH:21][cH:22]1)(=[O:23])[O:24][CH2:25][CH2:26][Br:27].[O:28]=[CH:29][N:30]([CH3:31])[CH3:32].[OH:1][c:2]1[c:3]([C:4](=[O:5])[OH:6])[cH:7][cH:8][c:9]([C:11](=[O:12])[OH:13])[cH:10]1>>[C:14]([CH:15]=[CH:16][c:17]1[cH:18][cH:19][cH:20][cH:21][cH:22]1)(=[O:23])[O:24][CH2:25][CH3:26].[OH:1][c:2]1[c:3]([C:4](=[O:5])[OH:6])[cH:7][cH:8][c:9]([C:11](=[O:12])[OH:13])[cH:10]1. Starting materials: C(C)(C)(C)OC(N(C1=CC=NC=C1)CCOC1=CC(=CC(=C1)C(N(CCCC(N1CCCC1)=O)C1=C(C=CC=C1)F)=O)Cl)=O ((2-{3-chloro-5-[(2-fluoro-phenyl)-(4-oxo-4-pyrrolidin-1-yl-butyl)-carbamoyl]-phenoxy}-ethyl)-pyridin-4-yl-carbamic acid tert-butyl ester), FC(C(=O)O)(F)F (trifluoroacetic acid). The solvent is ClCCl (dichloromethane). Reaction conditions: time 1 hour. Product: FC(C(=O)O)(F)F.ClC=1C=C(C(=O)N(CCCC(N2CCCC2)=O)C2=C(C=CC=C2)F)C=C(C1)OCCNC1=CC=NC=C1 (3-Chloro-N-(2-fluoro-phenyl)-N-(4-oxo-4-pyrrolidin-1-yl-butyl)-5-[2-(pyridin-4-ylamino)-ethoxy]-benzamide trifluoroacetate). Reaction SMILES: C(OC(=O)[N:7]([CH2:14][CH2:15][O:16][C:17]1[CH:22]=[C:21]([C:23](=[O:42])[N:24]([C:35]2[CH:40]=[CH:39][CH:38]=[CH:37][C:36]=2[F:41])[CH2:25][CH2:26][CH2:27][C:28](=[O:34])[N:29]2[CH2:33][CH2:32][CH2:31][CH2:30]2)[CH:20]=[C:19]([Cl:43])[CH:18]=1)[C:8]1[CH:13]=[CH:12][N:11]=[CH:10][CH:9]=1)(C)(C)C.[F:45][C:46]([F:51])([F:50])[C:47]([OH:49])=[O:48]>ClCCl>[F:45][C:46]([F:51])([F:50])[C:47]([OH:49])=[O:48].[Cl:43][C:19]1[CH:20]=[C:21]([CH:22]=[C:17]([O:16][CH2:15][CH2:14][NH:7][C:8]2[CH:9]=[CH:10][N:11]=[CH:12][CH:13]=2)[CH:18]=1)[C:23]([N:24]([C:35]1[CH:40]=[CH:39][CH:38]=[CH:37][C:36]=1[F:41])[CH2:25][CH2:26][CH2:27][C:28](=[O:34])[N:29]1[CH2:30][CH2:31][CH2:32][CH2:33]1)=[O:42] |f:3.4|. Reported procedure: A solution of (2-{3-chloro-5-[(2-fluoro-phenyl)-(4-oxo-4-pyrrolidin-1-yl-butyl)-carbamoyl]-phenoxy}-ethyl)-pyridin-4-yl-carbamic acid tert-butyl ester (0.025 g) in mixture of trifluoroacetic acid (1 ml) and dichloromethane (1 ml) was stored at room temperature for 1 h and then the solvent removed under reduced pressure. The residue was subjected to preparative hplc to give the title compound (0.024 g) as a colourless gum by concentration of the required fraction under reduced pressure and drying... Reactants: CC(=O)c1ccncc1, C1CCOC1, CCOC(=O)CP(=O)(OCC)OCC, C[Si](C)(C)[N-][Si](C)(C)C, [Li+], O. Yields the product CCOC(=O)C=C(C)c1ccncc1. As a reaction SMILES: [C:1]([CH3:2])(=[O:3])[c:4]1[cH:5][cH:6][n:7][cH:8][cH:9]1.[CH2:35]1[O:36][CH2:37][CH2:38][CH2:39]1.[CH3:10][CH2:11][O:12][C:13](=[O:14])[CH2:15][P:16]([O:17][CH2:18][CH3:19])([O:20][CH2:21][CH3:22])=[O:23].[CH3:24][Si:25]([N-:26][Si:27]([CH3:28])([CH3:29])[CH3:30])([CH3:31])[CH3:32].[Li+:33].[OH2:34]>>[C:1]([CH3:2])([c:4]1[cH:5][cH:6][n:7][cH:8][cH:9]1)=[CH:15][C:13]([O:12][CH2:11][CH3:10])=[O:14]. The reactants are suspension, P(OC(C#N)(CC)CC)([O-])=O (Diethyl-cyanomethyl phosphonate), BrC1=CC=C(C=O)C=C1 (4-bromobenzaldehyde), [H-].[Na+] (NaH), oil. Run in C1CCOC1 (THF), C1CCOC1 (THF). Run at temperature 0 celsius, time 30 minute. The product is BrC1=CC=C(C=C1)C=CC#N (3-(4-Bromophenyl)-2-propenenitrile). As a reaction SMILES: [H-].[Na+].P(=O)([O-])O[C:5](CC)(CC)[C:6]#[N:7].[Br:14][C:15]1[CH:22]=[CH:21][C:18]([CH:19]=O)=[CH:17][CH:16]=1>C1COCC1>[Br:14][C:15]1[CH:22]=[CH:21][C:18]([CH:19]=[CH:5][C:6]#[N:7])=[CH:17][CH:16]=1 |f:0.1|. Procedure: A 60% suspension of NaH in mineral oil (2.16 g, 54.1 mmol) was suspended in THF (50 ml) and cooled to 0° C. under nitrogen. Diethyl-cyanomethyl phosphonate (8.74 ml, 54.1 mmol) was added dropwise and the whole stirred at 0° C. for 30 min. 4-bromobenzaldehyde (10 g, 54.1 mmol) was then added dropwise as a solution in 20 ml THF, and the mixture allowed to warm to room temperature overnight. The reaction was quenched with water, extracted with EtOAc (3×50 ml), dried (MgSO4) and then filtered and ev... Reactants: CC(C)(C)C(=O)Nc1ccc2c(c1S(N)(=O)=O)OCO2, COCCOC, Cl. Product: Nc1ccc2c(c1S(N)(=O)=O)OCO2. As a reaction SMILES: [CH3:1][C:2]([CH3:3])([CH3:4])[C:19]([NH:5][c:6]1[c:7]([S:15]([NH2:16])(=[O:17])=[O:18])[c:8]2[c:9]([cH:13][cH:14]1)[O:10][CH2:11][O:12]2)=[O:20].[CH3:21][O:22][CH2:23][CH2:24][O:25][CH3:26].[ClH:27]>>[NH2:5][c:6]1[c:7]([S:15]([NH2:16])(=[O:17])=[O:18])[c:8]2[c:9]([cH:13][cH:14]1)[O:10][CH2:11][O:12]2.